From a dataset of the Open Reaction Database (ORD), a public repository of structured organic reaction records. describe an organic reaction: reactants, conditions, products, and yield Reactants: OC1=C(C=C(C=C1)O)S(=O)(=O)O.C(C)NCC (diethylamine 2,5-dihydroxy benzene sulfonate), [Cl-] (chloride), ClC1=CC=C(OC(C(=O)O)(C)C)C=C1 (p-chloro phenoxy isobutyric acid). The solvent is N1=CC=CC=C1 (pyridine). Product: di-O-(p-chloro phenoxy isobutyrate), OC1=C(C=C(C=C1)O)S(=O)(=O)O (2,5-dihydroxy benzene sulfonic acid). RXN SMILES: [OH:1][C:2]1[CH:7]=[CH:6][C:5]([OH:8])=[CH:4][C:3]=1[S:9]([OH:12])(=[O:11])=[O:10].C(NCC)C.[Cl-].ClC1C=CC(OC(C)(C)C(O)=O)=CC=1>N1C=CC=CC=1>[OH:1][C:2]1[CH:7]=[CH:6][C:5]([OH:8])=[CH:4][C:3]=1[S:9]([OH:12])(=[O:10])=[O:11] |f:0.1|. Reported procedure: To a solution of 263 g of diethylamine 2,5-dihydroxy benzene sulfonate in 500 ml of pyridine, 470 g of the chloride of p-chloro phenoxy isobutyric acid are added with stirring. The reaction is exothermic, but it is effected without refrigeration, letting it cool to ambiant temperature. A coloured precipitate forms, which is filtered and washed with water, and then copiously with ethanol. Thus 601 g of the pyridine salt of the di-O-(p-chloro phenoxy isobutyrate) of 2,5-dihydroxy benzene sulfonic ... Yields the product S(=O)(=O)(C(F)(F)F)OCC(CO)([N+](=O)[O-])F (2-fluoro-2-nitro-1,3-propanediol monotriflate). Reaction SMILES: S([O:8][S:9]([C:12]([F:15])([F:14])[F:13])(=[O:11])=[O:10])(C(F)(F)F)(=O)=O.[F:16][C:17]([N+:22]([O-:24])=[O:23])([CH2:20]O)[CH2:18][OH:19].N1C=CC=CC=1.C(Cl)Cl.C(OCC)(=O)C>CCOCC>[S:9]([O:8][CH2:20][C:17]([F:16])([N+:22]([O-:24])=[O:23])[CH2:18][OH:19])([C:12]([F:13])([F:14])[F:15])(=[O:10])=[O:11] |f:3.4|. The solvent is CCOCC (ether), CCOCC (ether). Procedure: A solution of 10.9 ml (0.65 mol) of triflic anhydride in 210 ml of ether was added dropwise over 25 minutes to a solution of 17.4 g (0.124 mol) of 2-fluoro-2-nitro-1,3-propanediol and 6.0 ml (0.074 mol) of pyridine in 210 ml of ether, at a temperature just below 26° C. After 16 hours, the resulting precipitate was filtered and washed with ether. The filtrate was stripped of solvent and the residue was partitioned between 300 ml of methylene chloride and 60 ml of water. The methylene chloride lay... Isolated yield 46.1%. The reactants are S(=O)(=O)(C(F)(F)F)OS(=O)(=O)C(F)(F)F (triflic anhydride), FC(CO)(CO)[N+](=O)[O-] (2-fluoro-2-nitro-1,3-propanediol), N1=CC=CC=C1 (pyridine), C(Cl)Cl.C(C)(=O)OCC (methylene chloride ethyl acetate). Conditions: time 16 hour. The reactants are BrCCCCCCBr, [Na+], [OH-], O, OCCCc1ccc2ccccc2n1. The product is BrCCCCCCOCCCc1ccc2ccccc2n1. Reaction SMILES: [Br:17][CH2:18][CH2:19][CH2:20][CH2:21][CH2:22][CH2:23][Br:24].[Na+:16].[OH-:15].[OH2:25].[n:1]1[c:2]([CH2:11][CH2:12][CH2:13][OH:14])[cH:3][cH:4][c:5]2[cH:6][cH:7][cH:8][cH:9][c:10]12>>[n:1]1[c:2]([CH2:11][CH2:12][CH2:13][O:14][CH2:23][CH2:22][CH2:21][CH2:20][CH2:19][CH2:18][Br:17])[cH:3][cH:4][c:5]2[cH:6][cH:7][cH:8][cH:9][c:10]12. Starting materials: C1CCNCC1, Cc1cccc(CCOc2ccc(C=O)cc2)n1, CCO, CC(=O)O, O=C1CSC(=O)N1. Yields the product Cc1cccc(CCOc2ccc(C=C3SC(=O)NC3=O)cc2)n1. Reaction SMILES: [CH2:29]1[CH2:30][CH2:31][NH:32][CH2:33][CH2:34]1.[CH3:1][c:2]1[cH:3][cH:4][cH:5][c:6]([CH2:8][CH2:9][O:10][c:11]2[cH:12][cH:13][c:14]([CH:15]=[O:16])[cH:17][cH:18]2)[n:7]1.[CH3:26][CH2:27][OH:28].[CH3:35][C:36](=[O:37])[OH:38].[S:19]1[C:20](=[O:25])[NH:21][C:22](=[O:24])[CH2:23]1>>[CH3:1][c:2]1[cH:3][cH:4][cH:5][c:6]([CH2:8][CH2:9][O:10][c:11]2[cH:12][cH:13][c:14]([CH:15]=[C:23]3[S:19][C:20](=[O:25])[NH:21][C:22]3=[O:24])[cH:17][cH:18]2)[n:7]1. Starting materials: O (Water), C(C)(C)(C)OC(NCC1=C(C=CC=C1)C1=NN=NN1)=O ([2-(1H-tetrazol-5-yl)-benzyl]-carbamic acid tert-butyl ester), C([O-])([O-])=O.[K+].[K+] (potassium carbonate), IC (iodomethane). The solvent is CN(C=O)C (dimethylformamide). Run at time 1 hour. Product: C(C)(C)(C)OC(NCC1=C(C=CC=C1)C1=NN=NN1C)=O ([2-(1-methyl-1H-tetrazol-5-yl)-benzyl]-carbamic acid tert-butyl ester). RXN SMILES: [C:1]([O:5][C:6](=[O:20])[NH:7][CH2:8][C:9]1[CH:14]=[CH:13][CH:12]=[CH:11][C:10]=1[C:15]1[NH:19][N:18]=[N:17][N:16]=1)([CH3:4])([CH3:3])[CH3:2].[C:21](=O)([O-])[O-].[K+].[K+].IC.O>CN(C)C=O>[C:1]([O:5][C:6](=[O:20])[NH:7][CH2:8][C:9]1[CH:14]=[CH:13][CH:12]=[CH:11][C:10]=1[C:15]1[N:19]([CH3:21])[N:18]=[N:17][N:16]=1)([CH3:4])([CH3:2])[CH3:3] |f:1.2.3|. Reported procedure: A solution of [2-(1H-tetrazol-5-yl)-benzyl]-carbamic acid tert-butyl ester (0.23 g, 0.84 mmol), crushed potassium carbonate (0.58 g, 4.2 mmol) and iodomethane (0.26 ml, 4.2 mmol) in dimethylformamide (4.7 ml) was stirred at room temperature for 1 h. Water was added and the reaction mixture was extracted with chloroform. Drying and solvent evaporation gave a mixture of regioisomers; separation and purification by reverse phase preparative HPLC (5% to 95% CH3CN in water containing 0.1% TFA, C18 PR... Reactants: BrC1=C(C=CC=C1)B(O)O (2-bromophenylboronic acid), BrC1=NC=CC=C1 (2-bromopyridine). Product: BrC=1C=C(C=CC1)C1=NC=CC=C1 (2-(3-bromophenyl)pyridine). As a reaction SMILES: [Br:1][C:2]1[CH:7]=[CH:6][CH:5]=[CH:4][C:3]=1B(O)O.Br[C:12]1[CH:17]=[CH:16][CH:15]=[CH:14][N:13]=1>>[Br:1][C:2]1[CH:7]=[C:6]([C:12]2[CH:17]=[CH:16][CH:15]=[CH:14][N:13]=2)[CH:5]=[CH:4][CH:3]=1. Procedure details: 2-bromophenylboronic acid (35.0 g, 0.174 mol) was reacted with 2-bromopyridine (55.1 g, 0.348 mol) under standard Suzuki coupling condition. The excess 2-bromopyridine was removed via vacuum distillation at 125° C. The product was collected at 180° C. as a light yellow liquid (29 g, 71%) and used for the next reaction without additional purification. Reactants: N(=[N+]=[N-])CCCC1=CNC2=CC=C(C=C12)Cl (3-(3-Azidopropyl)-5-chloro-1H-indole), C1(=CC=CC=C1)P(C1=CC=CC=C1)C1=CC=CC=C1 (triphenylphosphine), O (water). Run in C1CCOC1 (THF). Reaction conditions: time 22 hour. Yields the product ClC=1C=C2C(=CNC2=CC1)CCCN (3-(5-Chloro-1H-indol-3-yl)propan-1-amine). Isolated yield 33.6%. RXN SMILES: [N:1]([CH2:4][CH2:5][CH2:6][C:7]1[C:15]2[C:10](=[CH:11][CH:12]=[C:13]([Cl:16])[CH:14]=2)[NH:9][CH:8]=1)=[N+]=[N-].C1(P(C2C=CC=CC=2)C2C=CC=CC=2)C=CC=CC=1.O>C1COCC1>[Cl:16][C:13]1[CH:14]=[C:15]2[C:10](=[CH:11][CH:12]=1)[NH:9][CH:8]=[C:7]2[CH2:6][CH2:5][CH2:4][NH2:1]. Procedure details: To a solution of 3-(3-Azidopropyl)-5-chloro-1H-indole (0.299 g; 1.27 mmol) in THF (9 mL) were added triphenylphosphine (0.354 g; 1.34 mmol) and water (0.6 mL). The reaction mixture was stirred at room temperature for 22 hours and was then concentrated under reduced pressure. The residue was dissolved in dichloromethane (10 mL) and 10 mL of 6N hydrochloric acid were added. After separation, the aqueous layer was further extracted with dichloromethane (2×10 mL) and the pH was adjusted to 14 with a...